Dataset: the Open Reaction Database (ORD), a public repository of structured organic reaction records. Task: describe an organic reaction: reactants, conditions, products, and yield Starting materials: BrC1=CC(=C(C=C1F)N1C(C=CC2=CC(=CC=C12)S(=O)(=O)NC1=NOC=C1)=O)OC (1-(4-bromo-5-fluoro-2-methoxyphenyl)-N-(isoxazol-3-yl)-2-oxo-1,2-dihydroquinoline-6-sulfonamide), C([O-])([O-])=O.[Cs+].[Cs+] (cesium carbonate), CN(C)C=O (DMF), COC1=CC=C(CCl)C=C1 (4-methoxybenzyl chloride). Run in C(Cl)Cl (DCM), CCOC(=O)C (EtOAc), O (H2O). Conditions: time 5 day. The product is BrC1=CC(=C(C=C1F)N1C(C=CC2=CC(=CC=C12)S(=O)(=O)N(CC1=CC=C(C=C1)OC)C1=NOC=C1)=O)OC (1-(4-bromo-5-fluoro-2-methoxyphenyl)-N-(isoxazol-3-yl)-N-(4-methoxybenzyl)-2-oxo-1,2-dihydroquinoline-6-sulfonamide). Isolated yield 74.9%. RXN SMILES: [Br:1][C:2]1[C:7]([F:8])=[CH:6][C:5]([N:9]2[C:18]3[C:13](=[CH:14][C:15]([S:19]([NH:22][C:23]4[CH:27]=[CH:26][O:25][N:24]=4)(=[O:21])=[O:20])=[CH:16][CH:17]=3)[CH:12]=[CH:11][C:10]2=[O:28])=[C:4]([O:29][CH3:30])[CH:3]=1.C(=O)([O-])[O-].[Cs+].[Cs+].CN(C=O)C.[CH3:42][O:43][C:44]1[CH:51]=[CH:50][C:47]([CH2:48]Cl)=[CH:46][CH:45]=1>O.C(Cl)Cl.CCOC(C)=O>[Br:1][C:2]1[C:7]([F:8])=[CH:6][C:5]([N:9]2[C:18]3[C:13](=[CH:14][C:15]([S:19]([N:22]([C:23]4[CH:27]=[CH:26][O:25][N:24]=4)[CH2:48][C:47]4[CH:50]=[CH:51][C:44]([O:43][CH3:42])=[CH:45][CH:46]=4)(=[O:20])=[O:21])=[CH:16][CH:17]=3)[CH:12]=[CH:11][C:10]2=[O:28])=[C:4]([O:29][CH3:30])[CH:3]=1 |f:1.2.3|. Reported procedure: A 40-mL vial containing 1-(4-bromo-5-fluoro-2-methoxyphenyl)-N-(isoxazol-3-yl)-2-oxo-1,2-dihydroquinoline-6-sulfonamide (750 mg, 1.517 mmol) and cesium carbonate (1483 mg, 4.55 mmol) was flushed with N2 and subsequently charged with DMF (2.5 mL) and 4-methoxybenzyl chloride (309 μl, 2.276 mmol). The brown slurry was stirred at rt for 5 d. The reaction was then diluted with H2O and extracted thrice with EtOAc. The organic extracts were combined, washed with brine, dried over Na2SO4, filtered, and...